This data is from the Open Reaction Database (ORD), a public repository of structured organic reaction records. The task is: describe an organic reaction: reactants, conditions, products, and yield Starting materials: C(C)(=O)C1=CC=CC=C1 (acetophenone), S(O)(O)(=O)=O (sulfuric acid), [N+](=O)([O-])C(C)C1=CC=CC=C1 ((1-nitroethyl)benzene), C(C)C1=CC=CC=C1 (Ethylbenzene), N(=O)OC(C)(C)C (t-butyl nitrite), ON1C(C=2C(C1=O)=CC=CC2)=O (N-hydroxyphthalimide), [OH-].[Na+] (sodium hydroxide), C(C)(C1=CC=CC=C1)=NO (acetophenone oxime). Solvent: C(C)(=O)O (acetic acid). Conditions: temperature 80 celsius, time 2.5 hour. The product is C(C)(=O)OC(C1=CC=CC=C1)C (α-methylbenzyl acetate). As a reaction SMILES: [CH2:1]([C:3]1[CH:8]=[CH:7][CH:6]=[CH:5][CH:4]=1)[CH3:2].N([O:11][C:12]([CH3:15])(C)C)=O.[OH:16]N1C(=O)C2=CC=CC=C2C1=O.S(=O)(=O)(O)O.[OH-].[Na+].C(=NO)(C1C=CC=CC=1)C.[N+](C(C1C=CC=CC=1)C)([O-])=O.C(C1C=CC=CC=1)(=O)C>C(O)(=O)C>[C:12]([O:11][CH:1]([CH3:2])[C:3]1[CH:8]=[CH:7][CH:6]=[CH:5][CH:4]=1)(=[O:16])[CH3:15] |f:4.5|. Procedure details: Ethylbenzene (2 ml), t-butyl nitrite (4 mmol), N-hydroxyphthalimide (0.4 mmol), and acetic acid (2 ml) were placed in a flask and were stirred at 80° C. in an atmosphere of argon gas for 2.5 hours. The resulting mixture was further treated with sulfuric acid having a concentration of 98% by weight (200 mg) with stirring at 70° C. for 15 minutes. The reaction mixture was then neutralized with sodium hydroxide and was analyzed to find that acetophenone oxime, (1-nitroethyl)benzene, acetophenone, a... Product: C(COCCOCCOC)(=O)O (3,6,9-trioxadecanoic acid). RXN SMILES: [H][H].[C:3](=[O:6])(O)[O-:4].[Na+].[CH3:8][O:9][CH2:10][CH2:11][O:12][CH2:13][CH2:14][O:15][CH2:16]CO.Cl>O.[Pt]=O>[C:3]([OH:4])(=[O:6])[CH2:8][O:9][CH2:10][CH2:11][O:12][CH2:13][CH2:14][O:15][CH3:16] |f:1.2|. Reported procedure: A 0.5 g quantity of platinum oxide is hydrogenated in 60 ml of water at 25° C. and atmospheric pressure until the uptake of hydrogen ceases. To the resultant mixture is added a mixture of 0.6 g (7.14 mmoles) of sodium bicarbonate and 1.0 g (6.1 mmoles) of triethylene glycol monomethyl ether dissolved in 20 mL of water. Air is bubbled through the above mixture for 4 hr following the consumption of staging material by TLC. The reaction is then filtered though Celite and the Celite washed with wate... The solvent is O (water), O (water). The reagents and catalysts are [Pt]=O (platinum oxide). Reactants: [H][H] (hydrogen), Cl (hydrochloric acid), resultant mixture, C([O-])(O)=O.[Na+] (sodium bicarbonate), COCCOCCOCCO (triethylene glycol monomethyl ether). Isolated yield 84.6%. Reactants: CC1=CNC2=CC=C(C=C12)CN ((3-methyl-1H-indol-5-yl)methylamine), C(C)(C)(C)OC(=O)NC(COC)C=1C=C(CCNC=2C(N(C(=CN2)C)CC(=O)O)=O)C=CC1 (2-[3-[(3-{(1R/S)-1-[(tert-butoxycarbonyl)amino]-2-methoxyethyl}phenethyl)amino]-6-methyl-2-oxo-1(2H)-pyrazinyl]acetic acid), CC1=CNC2=CC=C(C=C12)CN ((3-methyl-1H-indol-5-yl)methylamine), C=1C=CC2=C(C1)N=NN2O (HOBT), Cl (HCl), CN1CCOCC1 (N-methylmorpholine). Run in O (water), CN(C=O)C (N,N-dimethylformamide). Conditions: time 72 hour. Yields the product COCC(C1=CC(=CC=C1)CCNC1=NC=C(N(C1=O)CC(=O)NCC=1C=C2C(=CNC2=CC1)C)C)NC(OC(C)(C)C)=O (tert-Butyl (1R/S)-2-Methoxy-1-[3-(2-{[5-methyl-4-(2-{[(3-methyl-1H-indol-5-yl)methyl]amino}-2-oxoethyl)-3-oxo-3,4-dihydro-2-pyrazinyl]amino}ethyl)phenyl]ethylcarbamate). Isolated yield 56.8%. RXN SMILES: [C:1]([O:5][C:6]([NH:8][CH:9]([C:13]1[CH:14]=[C:15]([CH:31]=[CH:32][CH:33]=1)[CH2:16][CH2:17][NH:18][C:19]1[C:20](=[O:30])[N:21]([CH2:26][C:27]([OH:29])=O)[C:22]([CH3:25])=[CH:23][N:24]=1)[CH2:10][O:11][CH3:12])=[O:7])([CH3:4])([CH3:3])[CH3:2].[CH3:34][C:35]1[C:43]2[C:38](=[CH:39][CH:40]=[C:41]([CH2:44][NH2:45])[CH:42]=2)[NH:37][CH:36]=1.C1C=CC2N(O)N=NC=2C=1.Cl.CN1CCOCC1>CN(C)C=O.O>[CH3:12][O:11][CH2:10][CH:9]([NH:8][C:6](=[O:7])[O:5][C:1]([CH3:4])([CH3:2])[CH3:3])[C:13]1[CH:33]=[CH:32][CH:31]=[C:15]([CH2:16][CH2:17][NH:18][C:19]2[C:20](=[O:30])[N:21]([CH2:26][C:27]([NH:45][CH2:44][C:41]3[CH:42]=[C:43]4[C:38](=[CH:39][CH:40]=3)[NH:37][CH:36]=[C:35]4[CH3:34])=[O:29])[C:22]([CH3:25])=[CH:23][N:24]=2)[CH:14]=1. Reported procedure: A mixture of 2-[3-[(3-{(1R/S)-1-[(tert-butoxycarbonyl)amino]-2-methoxyethyl}phenethyl)amino]-6-methyl-2-oxo-1(2H)-pyrazinyl]acetic acid (preparation 123) (35 mg, 0.076 mmol), (3-methyl-1H-indol-5-yl)methylamine (preparation 36) (13 mg, 0.08 mmol), HOBT (11 mg, 0.08 mmol), WSCDl.HCl (16 mg, 0.08 mmol) and N-methylmorpholine (16 ml, 0.15 mmol) in N,N-dimethylformamide (2 ml), was stirred at room temperature for 18 hrs. Additional (3-methyl-1H-indol-5-yl)methylamine (preparation 36) (8 mg, 0.038 mm... Reactants: C1(CC1)C(=C)C1CCN(CC1)C(=O)OC(C)(C)C (tert-butyl 4-(1-cyclopropylethenyl)piperidine-1-carboxylate). The reagents and catalysts are O.[Ru](=O)=O (ruthenium dioxide monohydrate). Solvent: C(C)(C)O (isopropyl alcohol), C(C)(C)O (isopropyl alcohol). Yields the product C1(CC1)C(C)C1CCN(CC1)C(=O)OC(C)(C)C (tert-Butyl 4-(1-cyclopropylethyl)piperidine-1-carboxylate). Yield: 92.8%. As a reaction SMILES: [CH:1]1([C:4]([CH:6]2[CH2:11][CH2:10][N:9]([C:12]([O:14][C:15]([CH3:18])([CH3:17])[CH3:16])=[O:13])[CH2:8][CH2:7]2)=[CH2:5])[CH2:3][CH2:2]1>O.[Ru](=O)=O.C(O)(C)C>[CH:1]1([CH:4]([CH:6]2[CH2:7][CH2:8][N:9]([C:12]([O:14][C:15]([CH3:16])([CH3:18])[CH3:17])=[O:13])[CH2:10][CH2:11]2)[CH3:5])[CH2:3][CH2:2]1 |f:1.2|. Reported procedure: Add ruthenium dioxide monohydrate (2.0 g, 15.0 mmol) to a 500 mL Parr shaker bottle and wet with isopropyl alcohol (25 mL). Add tert-butyl 4-(1-cyclopropylethenyl)piperidine-1-carboxylate (3.8 g, 15.1 mmol) and isopropyl alcohol (100 mL) and place on Parr shaker. React under H2 atmosphere (30 psi) at ambient temperature for a total of 12 hours. Vent and purge the bottle, filter and concentrate in vacuo to give the title compound as a clear oil (3.55 g, 92.9%). MS (m/z): 198 (M+1-tBu)